Dataset: the Open Reaction Database (ORD), a public repository of structured organic reaction records. Task: describe an organic reaction: reactants, conditions, products, and yield Starting materials: Cn1cc(C2=C(c3c4n(c5ccccc35)CCC(COS(C)(=O)=O)C4)C(=O)NC2=O)c2ccccc21, CN(C)C=O, NC(N)=S. The product is Cn1cc(C2=C(c3c4n(c5ccccc35)CCC(CSC(=N)N)C4)C(=O)NC2=O)c2ccccc21, CS(=O)(=O)O. RXN SMILES: [CH3:1][S:2](=[O:3])(=[O:4])[O:5][CH2:6][CH:7]1[CH2:8][c:9]2[n:10]([c:11]3[cH:12][cH:13][cH:14][cH:15][c:16]3[c:17]2[C:18]2=[C:22]([c:23]3[cH:24][n:25]([CH3:32])[c:26]4[cH:27][cH:28][cH:29][cH:30][c:31]34)[C:21](=[O:33])[NH:20][C:19]2=[O:34])[CH2:35][CH2:36]1.[CH3:41][N:42]([CH3:43])[CH:44]=[O:45].[NH2:37][C:38]([NH2:39])=[S:40]>>[CH2:6]([CH:7]1[CH2:8][c:9]2[n:10]([c:11]3[cH:12][cH:13][cH:14][cH:15][c:16]3[c:17]2[C:18]2=[C:22]([c:23]3[cH:24][n:25]([CH3:32])[c:26]4[cH:27][cH:28][cH:29][cH:30][c:31]34)[C:21](=[O:33])[NH:20][C:19]2=[O:34])[CH2:35][CH2:36]1)[S:40][C:38](=[NH:37])[NH2:39].[CH3:1][S:2](=[O:3])(=[O:4])[OH:5].